This data is from the Open Reaction Database (ORD), a public repository of structured organic reaction records. The task is: describe an organic reaction: reactants, conditions, products, and yield The reactants are BrCCC1OCCO1, CN(C)C=O, COc1cc(OC)nc(Oc2ccccc2C(=O)O)n1, Cl, [H-], [Na+]. The product is COc1cc(OC)nc(Oc2ccccc2C(=O)OCCC2OCCO2)n1. RXN SMILES: [Br:23][CH2:24][CH2:25][CH:26]1[O:27][CH2:28][CH2:29][O:30]1.[CH3:32][N:33]([CH3:34])[CH:35]=[O:36].[CH3:3][O:4][c:5]1[n:6][c:7]([O:13][c:14]2[c:15]([C:16](=[O:17])[OH:18])[cH:19][cH:20][cH:21][cH:22]2)[n:8][c:9]([O:11][CH3:12])[cH:10]1.[ClH:31].[H-:1].[Na+:2]>>[CH3:3][O:4][c:5]1[n:6][c:7]([O:13][c:14]2[c:15]([C:16](=[O:17])[O:18][CH2:24][CH2:25][CH:26]3[O:27][CH2:28][CH2:29][O:30]3)[cH:19][cH:20][cH:21][cH:22]2)[n:8][c:9]([O:11][CH3:12])[cH:10]1.